From a dataset of the Open Reaction Database (ORD), a public repository of structured organic reaction records. describe an organic reaction: reactants, conditions, products, and yield Yields the product CCc1c([N+](=O)[O-])c(C(N)=O)nn1CCO[Si](C)(C)C(C)(C)C. RXN SMILES: [Br:20][CH2:21][CH2:22][O:23][Si:24]([CH3:25])([CH3:26])[C:27]([CH3:28])([CH3:29])[CH3:30].[C:14](=[O:15])([O-:16])[O-:17].[CH2:1]([CH3:2])[c:3]1[n:4][nH:5][c:6]([C:11](=[O:12])[NH2:13])[c:7]1[N+:8](=[O:9])[O-:10].[CH3:31][C:32]#[N:33].[Cs+:18].[Cs+:19]>>[CH2:1]([CH3:2])[c:3]1[n:4]([CH2:21][CH2:22][O:23][Si:24]([CH3:25])([CH3:26])[C:27]([CH3:28])([CH3:29])[CH3:30])[n:5][c:6]([C:11](=[O:12])[NH2:13])[c:7]1[N+:8](=[O:9])[O-:10]. Reactants: CC(C)(C)[Si](C)(C)OCCBr, O=C([O-])[O-], CCc1n[nH]c(C(N)=O)c1[N+](=O)[O-], CC#N, [Cs+], [Cs+]. Reactants: C=1(O)C(=CC(O)=CC1)C1=CC=CC=C1COCC1=CC=CC=C1C=1C(O)=CC=C(C1)O (hydroquinone monobenzylether), C(Cl)[C@@H]1CO1 ((S)-epichlorohydrine), O (H2O). Reagents/catalysts: [Cl-].C[N+](C)(C)C (tetramethylammoniumchloride). Run in C(Cl)Cl (CH2Cl2). Conditions: time 4 day. Yields the product C1(=CC=CC=C1)COC1=CC=C(OC[C@@H]2OC2)C=C1 ((R)-{[4-(Phenylmethoxy)phenoxy]methyl}-oxirane). Isolated yield 50.0%. As a reaction SMILES: C1(C(C2[C:14]([CH2:15][O:16][CH2:17][C:18]3[C:23](C4C(=CC=C(O)C=4)O)=[CH:22][CH:21]=[CH:20][CH:19]=3)=[CH:13][CH:12]=[CH:11][CH:10]=2)=CC(=CC=1)O)O.[CH2:32]([C@H:34]1[O:36][CH2:35]1)Cl.[OH2:37]>[Cl-].C[N+](C)(C)C.C(Cl)Cl>[C:18]1([CH2:17][O:16][C:15]2[CH:10]=[CH:11][C:12]([O:37][CH2:32][C@H:34]3[CH2:35][O:36]3)=[CH:13][CH:14]=2)[CH:19]=[CH:20][CH:21]=[CH:22][CH:23]=1 |f:3.4|. Reported procedure: A mixture of hydroquinone monobenzylether (1.7 g, 8.5 mmol) and tetramethylammoniumchloride (0.19 g, 1.7 mmol) in (S)-epichlorohydrine (2.0 ml, 25.5 mmol) was stirred at room temperature for 4 days. H2O (30 ml) and CH2Cl2 (50 ml) were added and the organic phase was separated. The water phase was extracted two times with CH2Cl2. The organic phases were then pooled, dried with Na2SO4 and the solvent evaporated. The residue was chromatographed over silica gel (hexane-Et2O, 3:1) to give (R)-{[4-(Ph... Reactants: C(C)(=O)O[BH-](OC(C)=O)OC(C)=O.[Na+] (sodium triacetoxyborohydride), Cl.N[C@@H](C(=O)OC(C)(C)C)C(C)C ((R)-tert-butyl 2-amino-3-methylbutanoate hydrochloride), FC=1C(=C2C(=NC1)N(C=C2C(=O)[O-])S(=O)(=O)C2=CC=C(C)C=C2)C=O (5-fluoro-4-formyl-1-tosyl-1H-pyrrolo[2,3-b]pyridine-3-carboxylate). Solvent: C(Cl)Cl (DCM). Conditions: time 10 minute. Product: C(C)(C)(C)OC([C@@H](C(C)C)NCC1=C2C(=NC=C1F)N(C=C2C(=O)O)S(=O)(=O)C2=CC=C(C)C=C2)=O ((R)-4-((1-tert-butoxy-3-methyl-1-oxobutan-2-ylamino)methyl)-5-fluoro-1-tosyl-1H-pyrrolo[2,3-b]pyridine-3-carboxylic acid). RXN SMILES: C(O[BH-](OC(=O)C)OC(=O)C)(=O)C.[Na+].Cl.[NH2:16][C@H:17]([CH:25]([CH3:27])[CH3:26])[C:18]([O:20][C:21]([CH3:24])([CH3:23])[CH3:22])=[O:19].[F:28][C:29]1[C:30]([CH:51]=O)=[C:31]2[C:37]([C:38]([O-:40])=[O:39])=[CH:36][N:35]([S:41]([C:44]3[CH:50]=[CH:49][C:47]([CH3:48])=[CH:46][CH:45]=3)(=[O:43])=[O:42])[C:32]2=[N:33][CH:34]=1>C(Cl)Cl>[C:21]([O:20][C:18](=[O:19])[C@H:17]([NH:16][CH2:51][C:30]1[C:29]([F:28])=[CH:34][N:33]=[C:32]2[N:35]([S:41]([C:44]3[CH:50]=[CH:49][C:47]([CH3:48])=[CH:46][CH:45]=3)(=[O:43])=[O:42])[CH:36]=[C:37]([C:38]([OH:40])=[O:39])[C:31]=12)[CH:25]([CH3:27])[CH3:26])([CH3:22])([CH3:24])[CH3:23] |f:0.1,2.3|. Procedure: A mixture of sodium triacetoxyborohydride (1.143 g, 5.39 mmol), (R)-tert-butyl 2-amino-3-methylbutanoate hydrochloride (1.131 g, 5.39 mmol) and DCM (20 mL) was stirred at room temperature for 10 min. The reaction mixture was cooled to 0° C. 5-fluoro-4-formyl-1-tosyl-1H-pyrrolo[2,3-b]pyridine-3-carboxylate (1.299 g, 3.60 mmol) was added and the reaction was stirred at 0° C. for 20 min to afford the title compound. [M+H] calc'd for C25H30FN3O6S, 520; found, 520.2.